describe an organic reaction: reactants, conditions, products, and yield From a dataset of the Open Reaction Database (ORD), a public repository of structured organic reaction records. Starting materials: CC(C)(C)OC(=O)NC1CCCN(C(=O)OCc2ccccc2)C1, CO, ClCCl, Cl, C1COCCO1. The product is NC1CCCN(C(=O)OCc2ccccc2)C1. RXN SMILES: [CH2:2]([c:3]1[cH:4][cH:5][cH:6][cH:7][cH:8]1)[O:9][C:10](=[O:11])[N:12]1[CH2:13][CH:14]([NH:18][C:19]([O:20][C:21]([CH3:22])([CH3:23])[CH3:24])=[O:25])[CH2:15][CH2:16][CH2:17]1.[CH3:35][OH:36].[Cl:32][CH2:33][Cl:34].[ClH:1].[O:26]1[CH2:27][CH2:28][O:29][CH2:30][CH2:31]1>>[CH2:2]([c:3]1[cH:4][cH:5][cH:6][cH:7][cH:8]1)[O:9][C:10](=[O:11])[N:12]1[CH2:13][CH:14]([NH2:18])[CH2:15][CH2:16][CH2:17]1. Starting materials: CC1(C(C(C2=CC=CC=C12)(C)C)C)C (1,1,2,3,3-pentamethyl indane), S(O)(O)(=O)=O (sulfuric acid), C(C)(=O)O (acetic acid), [N+](=O)(O)[O-] (nitric acid). The solvent is O (water). Run at temperature 25 celsius, time 6 minute. Yields the product [N+](=O)([O-])C=1C=C2C(C(C(C2=CC1)(C)C)C)(C)C (5-NITRO-1,1,2,3,3-PENTAMETHYL INDANE). As a reaction SMILES: [CH3:1][C:2]1([CH3:14])[C:10]2[C:5](=[CH:6][CH:7]=[CH:8][CH:9]=2)[C:4]([CH3:12])([CH3:11])[CH:3]1[CH3:13].C(O)(=O)C.[N+:19]([O-])([OH:21])=[O:20].S(=O)(=O)(O)O>O>[N+:19]([C:8]1[CH:9]=[C:10]2[C:5](=[CH:6][CH:7]=1)[C:4]([CH3:12])([CH3:11])[CH:3]([CH3:13])[C:2]2([CH3:14])[CH3:1])([O-:21])=[O:20]. Reported procedure: Into a 500 ml reaction vessel equipped with stirrer, thermometer, reflux condenser, addition funnel and cooling bath is placed 50 grams of 1,1,2,3,3-pentamethyl indane having the structure: ##STR36## in admixture with 100 grams of acetic acid. While maintaining the reaction mass at 25° C., 40 grams of fuming nitric acid is added over a period of 0.5 hour. The reaction mass is then stirred for a period of 6 minutes. Over a period of 10 minutes while maintaining the reaction mass at 20°-22° C., 10... Starting materials: [C-]#N, O=C1CCCc2ccccc21, C1CCOC1, C[Si](C)(C)C#N, [Li+]. Yields the product C[Si](C)(C)OC1(C#N)CCCc2ccccc21. Reaction SMILES: [C-:12]#[N:13].[C:1]1(=[O:11])[CH2:2][CH2:3][CH2:4][c:5]2[cH:6][cH:7][cH:8][cH:9][c:10]21.[CH2:21]1[O:22][CH2:23][CH2:24][CH2:25]1.[CH3:15][Si:16]([CH3:17])([CH3:18])[C:19]#[N:20].[Li+:14]>>[C:1]1([O:11][Si:16]([CH3:15])([CH3:17])[CH3:18])([C:12]#[N:13])[CH2:2][CH2:3][CH2:4][c:5]2[cH:6][cH:7][cH:8][cH:9][c:10]21.